Dataset: the Open Reaction Database (ORD), a public repository of structured organic reaction records. Task: describe an organic reaction: reactants, conditions, products, and yield Reactants: NC1(CCC1)C1=CC=C(C=C1)C1=C(OC2=CC=C(C=C2C1=O)F)C1=CC=CC=C1 (3-[4-(1-amino-cyclobutyl)-phenyl]-6-fluoro-2-phenyl-chromen-4-one), Cl (HCl), C(C)(C)(C)OC(NC1(CCC1)C1=CC=C(C=C1)C1=C(OC2=C(C=CC=C2C1=O)N1CCOCC1)C1=CC=CC=C1)=O ({1-[4-(8-morpholin-4-yl-4-oxo-2-phenyl-4H-chromen-3-yl)-phenyl]-cyclobutyl}-carbamic acid tert-butyl ester), C(=O)(C(F)(F)F)O (TFA). The solvent is CO (MeOH), O (water). The product is Cl.NC1(CCC1)C1=CC=C(C=C1)C1=C(OC2=C(C=CC=C2C1=O)N1CCOCC1)C1=CC=CC=C1 (3-[4-(1-Amino-cyclobutyl)-phenyl]-8-morpholin-4-yl-2-phenyl-chromen-4-one hydrochloride). Yield: 75.0%. Reaction SMILES: NC1(C2C=CC(C3C(=O)C4C(=CC=C(F)C=4)OC=3C3C=CC=CC=3)=CC=2)CCC1.C(OC(=O)[NH:36][C:37]1([C:41]2[CH:46]=[CH:45][C:44]([C:47]3[C:56](=[O:57])[C:55]4[C:50](=[C:51]([N:58]5[CH2:63][CH2:62][O:61][CH2:60][CH2:59]5)[CH:52]=[CH:53][CH:54]=4)[O:49][C:48]=3[C:64]3[CH:69]=[CH:68][CH:67]=[CH:66][CH:65]=3)=[CH:43][CH:42]=2)[CH2:40][CH2:39][CH2:38]1)(C)(C)C.C(O)(C(F)(F)F)=O.[ClH:78]>CO.O>[ClH:78].[NH2:36][C:37]1([C:41]2[CH:42]=[CH:43][C:44]([C:47]3[C:56](=[O:57])[C:55]4[C:50](=[C:51]([N:58]5[CH2:63][CH2:62][O:61][CH2:60][CH2:59]5)[CH:52]=[CH:53][CH:54]=4)[O:49][C:48]=3[C:64]3[CH:69]=[CH:68][CH:67]=[CH:66][CH:65]=3)=[CH:45][CH:46]=2)[CH2:40][CH2:39][CH2:38]1 |f:6.7|. Reported procedure: Following the procedure of 3-[4-(1-amino-cyclobutyl)-phenyl]-6-fluoro-2-phenyl-chromen-4-one, {1-[4-(8-morpholin-4-yl-4-oxo-2-phenyl-4H-chromen-3-yl)-phenyl]-cyclobutyl}-carbamic acid tert-butyl ester was treated with TFA. The resultant free base was dissolved in a mixture of MeOH (7 mL), water (7 mL) and 1 M HCl (0.6 mL) and chromatographed on a 5 g C18 cartridge {gradient 10 to 50% MeOH in water+1 M HCl (60 μL in each 10 mL of eluent)} to give the title compound as a white solid (23 mg, 75%). ... The reactants are C=COCCONC(=O)c1cc(C)c(=O)n(C)c1Nc1ccc(Br)cc1F, CCO, CCOC(C)=O, Cl, [Na+], [OH-], O. Yields the product Cc1cc(C(=O)NOCCO)c(Nc2ccc(Br)cc2F)n(C)c1=O. As a reaction SMILES: [Br:1][c:2]1[cH:3][c:4]([F:27])[c:5]([NH:8][c:9]2[n:10]([CH3:26])[c:11](=[O:25])[c:12]([CH3:24])[cH:13][c:14]2[C:15](=[O:16])[NH:17][O:18][CH2:19][CH2:20][O:21][CH:22]=[CH2:23])[cH:6][cH:7]1.[CH3:31][CH2:32][OH:33].[CH3:34][CH2:35][O:36][C:37]([CH3:38])=[O:39].[ClH:28].[Na+:30].[OH-:29].[OH2:40]>>[Br:1][c:2]1[cH:3][c:4]([F:27])[c:5]([NH:8][c:9]2[n:10]([CH3:26])[c:11](=[O:25])[c:12]([CH3:24])[cH:13][c:14]2[C:15](=[O:16])[NH:17][O:18][CH2:19][CH2:20][OH:21])[cH:6][cH:7]1. Starting materials: C(C)N(S(=O)(=O)C1=CC(=C(C(=C1)Cl)OC)OC)CC (N,N-diethyl-5-chloro-3,4-dimethoxybenzenesulfonamide), B(Br)(Br)Br (BBr3), O (Water), Cl (hydrochloric acid). Run in ClCCl (dichloromethane), ClCCl (dichloromethane). Run at time 8 hour. Yields the product C(C)N(S(=O)(=O)C1=C(C(=CC(=C1)Cl)O)O)CC (N,N-diethyl-5-chloro-2,3-dihydroxybenzenesulfonamide). As a reaction SMILES: [CH2:1]([N:3]([CH2:18][CH3:19])[S:4]([C:7]1[CH:12]=[C:11]([Cl:13])[C:10](OC)=[C:9]([O:16]C)[CH:8]=1)(=[O:6])=[O:5])[CH3:2].B(Br)(Br)Br.[OH2:24].Cl>ClCCl>[CH2:1]([N:3]([CH2:18][CH3:19])[S:4]([C:7]1[CH:12]=[C:11]([Cl:13])[CH:10]=[C:9]([OH:16])[C:8]=1[OH:24])(=[O:6])=[O:5])[CH3:2]. Procedure: To a solution containing 0.7 g of N,N-diethyl-5-chloro-3,4-dimethoxybenzenesulfonamide in 10 ml of dichloromethane 9.0 ml of 1 molar BBr3 in dichloromethane was added. The solution was stirred overnight at room temperature. Water and hydrochloric acid were added and the mixture was extracted with dichloromethane. The solvent was evaporated. Yield 0.3 g (47%), m.p. 62°-64° C. Starting materials: ClC=1C2=C(N=CN1)SC1=C2CCC(C1)C(=O)O ((RS)-4-Chloro-5,6,7,8-tetrahydro[1]benzothieno[2,3-d]pyrimidine-7-carboxylic acid), C(C)NC(C)C (N-ethylpropan-2-amine). Product: ClC=1C2=C(N=CN1)SC1=C2CCC(C1)C(=O)N(C(C)C)CC ((RS)-4-Chloro-N-ethyl-N-isopropyl-5,6,7,8-tetrahydro[1]benzothieno[2,3-d]pyrimidine-7-carboxamide). Reaction SMILES: [Cl:1][C:2]1[C:3]2[C:10]3[CH2:11][CH2:12][CH:13]([C:15]([OH:17])=O)[CH2:14][C:9]=3[S:8][C:4]=2[N:5]=[CH:6][N:7]=1.[CH2:18]([NH:20][CH:21]([CH3:23])[CH3:22])[CH3:19]>>[Cl:1][C:2]1[C:3]2[C:10]3[CH2:11][CH2:12][CH:13]([C:15]([N:20]([CH2:18][CH3:19])[CH:21]([CH3:23])[CH3:22])=[O:17])[CH2:14][C:9]=3[S:8][C:4]=2[N:5]=[CH:6][N:7]=1. Reported procedure: 500 mg (1.86 mmol) (RS)-4-chloro-5,6,7,8-tetrahydro[1]benzothieno[2,3-d]pyrimidine-7-carboxylic acid (prepared according to intermediate example 31b) were transformed in analogy to example 3 using N-ethylpropan-2-amine to give after working up and purification 513 mg (82%) of the title compound. Starting materials: Cc1ccc(N(C(=O)C(C)(C)C)C(=O)C(C)(C)C)cc1OCC(F)(F)F, ClC(Cl)(Cl)Cl, CC(C)(C#N)N=NC(C)(C)C#N, O=C1CCC(=O)N1Br. Product: CC(C)(C)C(=O)N(C(=O)C(C)(C)C)c1ccc(CBr)c(OCC(F)(F)F)c1. As a reaction SMILES: [C:1]([CH3:2])([CH3:3])([CH3:4])[C:5](=[O:6])[N:7]([C:8](=[O:9])[C:10]([CH3:11])([CH3:12])[CH3:13])[c:14]1[cH:15][c:16]([O:21][CH2:22][C:23]([F:24])([F:25])[F:26])[c:17]([CH3:20])[cH:18][cH:19]1.[Cl:47][C:48]([Cl:49])([Cl:50])[Cl:51].[N:35]#[C:36][C:37]([N:38]=[N:39][C:40]([C:41]#[N:42])([CH3:43])[CH3:44])([CH3:45])[CH3:46].[O:27]=[C:28]1[N:29]([Br:34])[C:30](=[O:31])[CH2:32][CH2:33]1>>[C:1]([CH3:2])([CH3:3])([CH3:4])[C:5](=[O:6])[N:7]([C:8](=[O:9])[C:10]([CH3:11])([CH3:12])[CH3:13])[c:14]1[cH:15][c:16]([O:21][CH2:22][C:23]([F:24])([F:25])[F:26])[c:17]([CH2:20][Br:34])[cH:18][cH:19]1. The reactants are [K+].FC(C(C(C(S(=O)(=O)[O-])(F)F)(F)F)(F)F)(S(=O)(=O)[O-])F.[K+] (Perfluorobutane-1,4-disulfonic acid potassium salt), [Br-].C1(=CC=CC=C1)[S+](C1=CC=CC=C1)C1=CC=CC=C1 (triphenylsulfonium bromide), C(Cl)(Cl)Cl (Chloroform). The solvent is O (water). Conditions: time 5 hour. Product: FC(C(C(C(S(=O)(=O)[O-])(F)F)(F)F)(F)F)(S(=O)(=O)[O-])F.C1(=CC=CC=C1)[S+](C1=CC=CC=C1)C1=CC=CC=C1.C1(=CC=CC=C1)[S+](C1=CC=CC=C1)C1=CC=CC=C1 (bis(triphenylsulfonium) perfluorobutane-1,4-disulfonate). RXN SMILES: [K+].[F:2][C:3]([F:21])([S:17]([O-:20])(=[O:19])=[O:18])[C:4]([F:16])([F:15])[C:5]([F:14])([F:13])[C:6]([F:12])([F:11])[S:7]([O-:10])(=[O:9])=[O:8].[K+].[Br-].[C:24]1([S+:30]([C:37]2[CH:42]=[CH:41][CH:40]=[CH:39][CH:38]=2)[C:31]2[CH:36]=[CH:35][CH:34]=[CH:33][CH:32]=2)[CH:29]=[CH:28][CH:27]=[CH:26][CH:25]=1.C(Cl)(Cl)Cl>O>[F:12][C:6]([F:11])([S:7]([O-:10])(=[O:9])=[O:8])[C:5]([F:14])([F:13])[C:4]([F:15])([F:16])[C:3]([F:2])([F:21])[S:17]([O-:20])(=[O:18])=[O:19].[C:37]1([S+:30]([C:24]2[CH:25]=[CH:26][CH:27]=[CH:28][CH:29]=2)[C:31]2[CH:36]=[CH:35][CH:34]=[CH:33][CH:32]=2)[CH:38]=[CH:39][CH:40]=[CH:41][CH:42]=1.[C:37]1([S+:30]([C:24]2[CH:25]=[CH:26][CH:27]=[CH:28][CH:29]=2)[C:31]2[CH:36]=[CH:35][CH:34]=[CH:33][CH:32]=2)[CH:38]=[CH:39][CH:40]=[CH:41][CH:42]=1 |f:0.1.2,3.4,7.8.9|. Procedure: Perfluorobutane-1,4-disulfonic acid potassium salt (2.5 g) was added to a solution of triphenylsulfonium bromide (3.5 g) in 150 ml of water. Chloroform (150 ml) was added and stirred for 5 hours. The chloroform layer was washed several times with water, dried over anhydrous sodium sulfate, filtered, and the filtrate evaporated to an oil stage. Ether was added to the oil and the mixture was stirred vigorously. A white precipitate formed. The mixture was filtered and recovered precipitate was drie...